Dataset: the Open Reaction Database (ORD), a public repository of structured organic reaction records. Task: describe an organic reaction: reactants, conditions, products, and yield The yield is 59.0%. Solvent: O1CCCC1 (tetrahydrofuran). Conditions: temperature 22 celsius, time 8 hour. Yields the product C1(=CC=CC=C1)S(=O)(=O)N (benzenesulfonamide). Starting materials: [H-].[Na+] (NaH), C(C)S (ethanethiol), ClC1=CC=C(C=C1)S(=O)(=O)N([C@@H](CCCBr)C)C1=C(C=CC(=C1)Cl)Cl (4-chloro-N-[2,5-dichlorophenyl]-N-[(R)-1-methyl-4-bromobutyl]benzenesulfonamide). Procedure: To a solution of NaH (0.025 g, 1.03 mmol) in tetrahydrofuran (2 mL) was added ethanethiol (0.096 g, 1.54 mmol), followed by 4-chloro-N-[2,5-dichlorophenyl]-N-[(R)-1-methyl-4-bromobutyl]benzenesulfonamide (0.500 g 1.03 mmol) under nitrogen at 0° C. The reaction was stirred overnight at 22° C. The mixture was quenched with H2° (3 mL), extracted with ethyl ether (2×10 mL), dried over Na2SO4, and filtered. The organic solvent was concentrated under reduced pressure. Silica gel chromatography (1:9, e... RXN SMILES: [H-].[Na+].C(S)C.Cl[C:7]1[CH:12]=[CH:11][C:10]([S:13]([N:16](C2C=C(Cl)C=CC=2Cl)[C@H](C)CCCBr)(=[O:15])=[O:14])=[CH:9][CH:8]=1>O1CCCC1>[C:10]1([S:13]([NH2:16])(=[O:15])=[O:14])[CH:11]=[CH:12][CH:7]=[CH:8][CH:9]=1 |f:0.1|. The reactants are B, C1CCOC1, CSC, CCOCC, Cl, N#CCc1ccc(SC(F)(F)F)cc1, [Na+], [OH-]. Product: NCCc1ccc(SC(F)(F)F)cc1. Reaction SMILES: [BH3:18].[CH2:22]1[O:23][CH2:24][CH2:25][CH2:26]1.[CH3:15][S:16][CH3:17].[CH3:27][CH2:28][O:29][CH2:30][CH3:31].[ClH:19].[F:1][C:2]([S:3][c:4]1[cH:5][cH:6][c:7]([CH2:10][C:11]#[N:12])[cH:8][cH:9]1)([F:13])[F:14].[Na+:21].[OH-:20]>>[F:1][C:2]([S:3][c:4]1[cH:5][cH:6][c:7]([CH2:10][CH2:11][NH2:12])[cH:8][cH:9]1)([F:13])[F:14]. Reactants: CC(C)C[Al+]CC(C)C, C1CCOC1, [Cl-], [H-], CCOC(=O)c1ccc2nc(N)sc2c1, [Na+], O. The product is Nc1nc2ccc(CO)cc2s1. RXN SMILES: [CH2:17]([Al+:18][CH2:19][CH:20]([CH3:21])[CH3:22])[CH:23]([CH3:24])[CH3:25].[CH2:29]1[O:30][CH2:31][CH2:32][CH2:33]1.[Cl-:28].[H-:16].[NH2:1][c:2]1[s:3][c:4]2[c:5]([n:6]1)[cH:7][cH:8][c:9]([C:11](=[O:12])[O:13][CH2:14][CH3:15])[cH:10]2.[Na+:27].[OH2:26]>>[NH2:1][c:2]1[s:3][c:4]2[c:5]([n:6]1)[cH:7][cH:8][c:9]([CH2:11][OH:12])[cH:10]2. The reactants are BrC=1C=C(C(=NC1)Cl)[N+](=O)[O-] (5-bromo-2-chloro-3-nitropyridine), CS(=O)C (dimethylsulphoxide), COC1=CC(=CC=C1)N (m-anisidine), O.O.O.O.O.O.O.O.O.[S-2].[Na+].[Na+] (sodium sulphide nonahydrate), [Cl-].[NH4+] (ammonium chloride). Solvent: CO (methanol). Run at temperature 80 celsius. Yields the product BrC=1C=C2C(=NC1)N(C=N2)C2=CC(=CC=C2)OC (6-bromo-3-(3-methoxyphenyl)-3H-imidazo[4,5-b]pyridine). Reaction SMILES: [Br:1][C:2]1[CH:3]=[C:4]([N+:9]([O-])=O)[C:5](Cl)=[N:6][CH:7]=1.[CH3:12][O:13][C:14]1[CH:19]=[CH:18][CH:17]=[C:16]([NH2:20])[CH:15]=1.O.O.O.O.O.O.O.O.O.[S-2].[Na+].[Na+].[Cl-].[NH4+].[CH3:35]S(C)=O>CO>[Br:1][C:2]1[CH:3]=[C:4]2[N:9]=[CH:35][N:20]([C:16]3[CH:17]=[CH:18][CH:19]=[C:14]([O:13][CH3:12])[CH:15]=3)[C:5]2=[N:6][CH:7]=1 |f:2.3.4.5.6.7.8.9.10.11.12.13,14.15|. Reported procedure: A solution of 5-bromo-2-chloro-3-nitropyridine (2.37 g, 10 mmol) and m-anisidine (1.34 ml, 12 mmol) in dimethylsulphoxide (7 ml) and triethylanine (7 ml, 50 mmol) was heated at 80° C. for 3 hours. The reaction was cooled to ambient temperature then partitioned between dichloromethane and water. The organic layer was washed with water, brine, dried over anhydrous sodium sulphate, filtered and evaporated to dryness to afford a red solid. This solid was suspended in methanol (100 ml) and treated wi... Reactants: N(=O)N(CC)CC (N-nitrosodiethylamine), C1C=CC2C1C3CC2C=C3 (dicyclopentadiene), C(C=C)#N (acrylonitrile), N(=O)N(CC)CC (N-nitrosodiethylamine). Yield: 93.0%. RXN SMILES: N([N:3]([CH2:6][CH3:7])CC)=O.[CH2:8]1[CH:12]2C3C=C[CH:15]([CH:11]2[CH:10]=[CH:9]1)C3.C(#N)C=C>>[C:6]([C:7]12[CH2:15][CH:11]([CH2:12][CH2:8]1)[CH:10]=[CH:9]2)#[N:3]. The product is C(#N)C12C=CC(CC1)C2 (cyanonorbornene). Procedure: Example 1 was repeated except that N-nitrosodiethylamine was used in place of N-nitrosodiphenylamine. N-nitrosodiethylamine was added to a mixed solution of dicyclopentadiene and acrylonitrile in an amount of 0.005% by weight. As a result, cyanonorbornene was continuously obtained with an average yield of 93% by mole. In this example, the amount of the soluble polymer produced was 0.01% by weight at the beginning of the reaction, which did not change significantly in 60 days after the initiation... Starting materials: FC(C=1C=C(C=CC1)C(C=O)=CN(C)C)(F)F (2-(m-trifluoromethylphenyl)-3-dimethylaminoacrolein), OC(CNN)CC (2-hydroxybutylhydrazine). The solvent is C1=CC=CC=C1 (benzene). Yields the product OC(CN1N=CC(=C1)C1=CC(=CC=C1)C(F)(F)F)CC (1-(2-hydroxybutyl)-4-(m-trifluoromethylphenyl)-pyrazole). RXN SMILES: [F:1][C:2]([F:17])([F:16])[C:3]1[CH:4]=[C:5]([C:9](=[CH:12]N(C)C)[CH:10]=O)[CH:6]=[CH:7][CH:8]=1.[OH:18][CH:19]([CH2:23][CH3:24])[CH2:20][NH:21][NH2:22]>C1C=CC=CC=1>[OH:18][CH:19]([CH2:23][CH3:24])[CH2:20][N:21]1[CH:10]=[C:9]([C:5]2[CH:6]=[CH:7][CH:8]=[C:3]([C:2]([F:1])([F:17])[F:16])[CH:4]=2)[CH:12]=[N:22]1. Procedure details: A mixture of 10 g. of 2-(m-trifluoromethylphenyl)-3-dimethylaminoacrolein, 5 g. of 2-hydroxybutylhydrazine and 100 ml. of benzene is refluxed for 2.5 hours. The benzene is evaporated off, ether added, and the reaction mixture cooled to obtain a precipitate which is recovered by filtering, washed with pentane, dissolved in methylene chloride, dried, treated with charcoal and filtered. The resulting solution is treated by addition of pentane and the resulting precipitate recovered by filtering, wa... Reactants: COC1=NC=C(C(=N1)OC)I (2,4-Dimethoxy-5-iodopyrimidine), ClC1=NC(=CC=C1B(O)O)C (2-chloro-6-methylpyridine-3-boronic acid), C(=O)([O-])[O-].[Na+].[Na+] (Na2CO3), C1=CC=C(C=C1)P(C2=CC=CC=C2)C3=CC=CC=C3 (PPh3). Reagents/catalysts: CC(=O)[O-].CC(=O)[O-].[Pd+2] (Pd(OAc)2). The solvent is C(CC)O (n-PrOH). Product: ClC1=NC(=CC=C1C=1C(=NC(=NC1)OC)OC)C (5-(2-Chloro-6-methyl-pyridin-3-yl)-2,4-dimethoxy-pyrimidine). Reaction SMILES: [CH3:1][O:2][C:3]1[N:8]=[C:7]([O:9][CH3:10])[C:6](I)=[CH:5][N:4]=1.[Cl:12][C:13]1[C:18](B(O)O)=[CH:17][CH:16]=[C:15]([CH3:22])[N:14]=1.C([O-])([O-])=O.[Na+].[Na+].C1C=CC(P(C2C=CC=CC=2)C2C=CC=CC=2)=CC=1>C(O)CC.CC([O-])=O.CC([O-])=O.[Pd+2]>[Cl:12][C:13]1[C:18]([C:6]2[C:7]([O:9][CH3:10])=[N:8][C:3]([O:2][CH3:1])=[N:4][CH:5]=2)=[CH:17][CH:16]=[C:15]([CH3:22])[N:14]=1 |f:2.3.4,7.8.9|. Procedure details: 2,4-Dimethoxy-5-iodopyrimidine (957 mg, 3.59 mmol) was dissolved in degassed n-PrOH (18 ml) and then 2-chloro-6-methylpyridine-3-boronic acid (923 mg, 5.39 mmol), Na2CO3 (761 mg, 7.2 mmol), PPh3 (94 mg, 0.35 mmol) and Pd(OAc)2 (40 mg) were added. The suspension was stirred at reflux for 3 hours. The solvent was evaporated under vacuum and the crude was partitioned between water and DCM. The organic phase was dried (Na2SO4) and evaporated to give the title compound that was used without further p... Reactants: C(C1=CC=CC=C1)OC(/C(=C/C1=CC=C(C=C1)OCC1=CC=CC=C1)/OCCOC)=O ((Z)-3-[4-(Benzyloxy)phenyl]-2-(2-methoxyethoxy)-2-propenoic acid benzyl ester). Reagents/catalysts: [Pd] (Pd/C). The solvent is CO (methanol). Yields the product OC1=CC=C(C=C1)CC(C(=O)O)OCCOC (3-(4-hydroxyphenyl)-2-(2-methoxyethoxy)propanoic acid). Yield: 82.3%. RXN SMILES: C([O:8][C:9](=[O:31])/[C:10](/[O:26][CH2:27][CH2:28][O:29][CH3:30])=[CH:11]/[C:12]1[CH:17]=[CH:16][C:15]([O:18]CC2C=CC=CC=2)=[CH:14][CH:13]=1)C1C=CC=CC=1>CO.[Pd]>[OH:18][C:15]1[CH:16]=[CH:17][C:12]([CH2:11][CH:10]([O:26][CH2:27][CH2:28][O:29][CH3:30])[C:9]([OH:31])=[O:8])=[CH:13][CH:14]=1. Reported procedure: (Z)-3-[4-(Benzyloxy)phenyl]-2-(2-methoxyethoxy)-2-propenoic acid benzyl ester (1.75 g; 4.2 mmole) was hydrogenated in methanol (50 ml) at atmospheric pressure using Pd/C (5%) as catalyst. The mixture was filtered through celite and evaporated in vacuo to give 3-(4-hydroxyphenyl)-2-(2-methoxyethoxy)propanoic acid 0.83 g (88% yield). The solvent is ClCCCl (1,2-dichloroethane). RXN SMILES: [C:1]([O:4][C:5]1[CH:18]=[C:17]2[C:8]([NH:9][C:10]3[C:15]([S:16]2)=[CH:14][CH:13]=[CH:12][CH:11]=3)=[C:7]2[CH:19]=[CH:20][CH:21]=[CH:22][C:6]=12)(=[O:3])[CH3:2].[C:23](Br)(=[O:25])[CH3:24]>ClCCCl>[C:1]([O:4][C:5]1[CH:18]=[C:17]2[C:8]([N:9]([C:23](=[O:25])[CH3:24])[C:10]3[C:15]([S:16]2)=[CH:14][CH:13]=[CH:12][CH:11]=3)=[C:7]2[CH:19]=[CH:20][CH:21]=[CH:22][C:6]=12)(=[O:3])[CH3:2]. Procedure details: To a mixture of 5-acetoxy-12H-benzo[a]phenothiazine (3.0 g) and powdered 4 Angstrom molecular sieves (7.5 g) in 1,2-dichloroethane (75 ml) there was added slowly acetyl bromide (1.05 ml). The mixture was stirred at room temperature for 1 hour, then filtered. The filtrate was evaporated down to an oil which was triturated with a mixture of ether and hexane to afford solid title product (3 g), m.p. 141°-142° C. Yields the product C(C)(=O)OC1=C2C(=C3N(C4=CC=CC=C4SC3=C1)C(C)=O)C=CC=C2 (5-Acetoxy-12-acetyl-12H-benzo[a]phenothiazine). Reactants: C(C)(=O)OC1=C2C(=C3NC4=CC=CC=C4SC3=C1)C=CC=C2 (5-acetoxy-12H-benzo[a]phenothiazine), C(C)(=O)Br (acetyl bromide). Conditions: time 1 hour. The reactants are FC1=C(C=CC(=C1)F)C1=NC(=NC=N1)NC1=CC(=CC=C1)CS(=O)(=O)C (4-(2,4-difluorophenyl)-N-{3-[(methylsulfonyl)methyl]phenyl}-1,3,5-triazin-2-amine), intermediate 42.1, FC=1C=C(CO)C=C(C1)C(F)(F)F (3-fluoro-5-(trifluoromethyl)benzyl alcohol). Product: FC1=CC(=C(C=C1)C1=NC(=NC=N1)NC1=CC(=CC=C1)CS(=O)(=O)C)OCC1=CC(=CC(=C1)C(F)(F)F)F (4-(4-Fluoro-2-{[3-fluoro-5-(trifluoromethyl)benzyl]oxy}phenyl)-N-{3-[(methylsulfonyl)methyl]-phenyl}-1,3,5-triazin-2-amine). RXN SMILES: F[C:2]1[CH:7]=[C:6]([F:8])[CH:5]=[CH:4][C:3]=1[C:9]1[N:14]=[CH:13][N:12]=[C:11]([NH:15][C:16]2[CH:21]=[CH:20][CH:19]=[C:18]([CH2:22][S:23]([CH3:26])(=[O:25])=[O:24])[CH:17]=2)[N:10]=1.[F:27][C:28]1[CH:29]=[C:30]([CH:33]=[C:34]([C:36]([F:39])([F:38])[F:37])[CH:35]=1)[CH2:31][OH:32]>>[F:8][C:6]1[CH:5]=[CH:4][C:3]([C:9]2[N:14]=[CH:13][N:12]=[C:11]([NH:15][C:16]3[CH:21]=[CH:20][CH:19]=[C:18]([CH2:22][S:23]([CH3:26])(=[O:25])=[O:24])[CH:17]=3)[N:10]=2)=[C:2]([O:32][CH2:31][C:30]2[CH:33]=[C:34]([C:36]([F:37])([F:38])[F:39])[CH:35]=[C:28]([F:27])[CH:29]=2)[CH:7]=1. Procedure: Starting with 4-(2,4-difluorophenyl)-N-{3-[(methylsulfonyl)methyl]phenyl}-1,3,5-triazin-2-amine (75 mg; 0.197 mmol), intermediate 42.1, and 3-fluoro-5-(trifluoromethyl)benzyl alcohol (158 mg; 0.789 mmol), example 78 was prepared analogously to the procedure for the preparation of example 42.